This data is from the Open Reaction Database (ORD), a public repository of structured organic reaction records. The task is: describe an organic reaction: reactants, conditions, products, and yield Starting materials: Cl.Cl.CN(CCOC1=CC=C(C=C1)N)C (4-(2-(dimethylamino)ethoxy)benzene-amine dihydrochloride), C(C)(C)N(C(C)C)CC (N,N-Diisopropylethylamine), COCOC1=CC=C(C=C1)/C(/C(=O)O)=C(/CC)\C1=CC=CC=C1 ((E)-2-(4-(methoxymethoxy)phenyl)-3-phenylpent-2-enoic acid), CCN=C=NCCCN(C)C.Cl (EDC.HCl), C=1C=CC2=C(C1)N=NN2O (HOBt). Solvent: CN(C)C=O (DMF). Conditions: time 18 hour. Product: AcOEt-hexanes, CN(CCOC1=CC=C(C=C1)NC(\C(=C(/CC)\C1=CC=CC=C1)\C1=CC=C(C=C1)OCOC)=O)C ((E)-N-(4-(2-(dimethylamino)ethoxy)phenyl)-2-(4-(methoxymethoxy)phenyl)-3-phenylpent-2-enamide). Yield: 43.0%. Reaction SMILES: [CH3:1][O:2][CH2:3][O:4][C:5]1[CH:10]=[CH:9][C:8](/[C:11](=[C:15](\[C:18]2[CH:23]=[CH:22][CH:21]=[CH:20][CH:19]=2)/[CH2:16][CH3:17])/[C:12]([OH:14])=O)=[CH:7][CH:6]=1.CCN=C=NCCCN(C)C.Cl.C1C=CC2N(O)N=NC=2C=1.Cl.Cl.[CH3:48][N:49]([CH3:60])[CH2:50][CH2:51][O:52][C:53]1[CH:58]=[CH:57][C:56]([NH2:59])=[CH:55][CH:54]=1.C(N(CC)C(C)C)(C)C>CN(C=O)C>[CH3:48][N:49]([CH3:60])[CH2:50][CH2:51][O:52][C:53]1[CH:58]=[CH:57][C:56]([NH:59][C:12](=[O:14])/[C:11](/[C:8]2[CH:9]=[CH:10][C:5]([O:4][CH2:3][O:2][CH3:1])=[CH:6][CH:7]=2)=[C:15](/[C:18]2[CH:23]=[CH:22][CH:21]=[CH:20][CH:19]=2)\[CH2:16][CH3:17])=[CH:55][CH:54]=1 |f:1.2,4.5.6|. Procedure details: Method A; To a mixture of 3 (2.50 g, 8.00 mmol), EDC.HCl (1.84 g, 9.60 mmol) and HOBt (1.30 g, 9.62 mmol) in DMF (50 ml) was added a solution of 4-(2-(dimethylamino)ethoxy)benzene-amine dihydrochloride (2.23 g, 8.81 mmol) and N,N-Diisopropylethylamine (4.13 g, 32.0 mmol) under ice cooling, and the mixture was stirred at room temperature for 18 h. The reaction was quenched with saturated aqueous NaHCO3 under ice cooling, and the whole was extracted with AcOEt, the organic layer was washed with H2... Reactants: [N+](=O)([O-])C=C1SCCN1 (2-nitromethylene-thiazolidine), Cl.CN(C)CC1=CC=C(O1)CCl (5-[(dimethylamino)methyl]-2-(chloromethyl)-furan hydrochloride), C(C)#N (acetonitrile), CN (methylamine). Run in C(C(C)C)C(=O)C (methyl isobutyl ketone). Reaction conditions: time 30 minute. Product: CN(C)CC1=CC=C(O1)CSCCNC(=C[N+](=O)[O-])NC (N-[2-[[[5-(dimethylamino)methyl-2-furanyl]methyl]thio]ethyl]-N'-methyl-2-nitro-1,1-ethenediamine). As a reaction SMILES: [N+:1]([CH:4]=[C:5]1[NH:9][CH2:8][CH2:7][S:6]1)([O-:3])=[O:2].[C:10](#[N:12])C.CN.Cl.[CH3:16][N:17]([CH2:19][C:20]1[O:24][C:23]([CH2:25]Cl)=[CH:22][CH:21]=1)[CH3:18]>C(C(C)=O)C(C)C>[CH3:16][N:17]([CH2:19][C:20]1[O:24][C:23]([CH2:25][S:6][CH2:7][CH2:8][NH:9][C:5]([NH:12][CH3:10])=[CH:4][N+:1]([O-:3])=[O:2])=[CH:22][CH:21]=1)[CH3:18] |f:3.4|. Procedure details: Combine 2-nitromethylene-thiazolidine (1.25 kg, 8.53 mol) and acetonitrile (2.15 L). Add methylamine (0.85 kg). While maintaining the temperature of the reaction at below 35° C., add a solution of 5-[(dimethylamino)methyl]-2-(chloromethyl)-furan hydrochloride as obtained in Example 4.1, maintained at 50° C. to 60° C. to prevent crystallization. During the first hour, add about half to the solution. During the second hour, add about a quarter of the solution. During the third hour, add about an e... The reactants are ClC1=NC=NC2=CC=C(C=C12)C=1C(=NC=CC1)C1=CC(=C(C=C1)F)Cl (4-Chloro-6-(2-(3-chloro-4-fluorophenyl)pyridin-3-yl)quinazoline), CN (MeNH2). The solvent is C1CCOC1 (THF), CC(C)O (i-PrOH). Product: ClC=1C=C(C=CC1F)C1=NC=CC=C1C=1C=C2C(=NC=NC2=CC1)NC (6-(2-(3-chloro-4-fluorophenyl)pyridin-3-yl)-N-methylquinazolin-4-amine). RXN SMILES: Cl[C:2]1[C:11]2[C:6](=[CH:7][CH:8]=[C:9]([C:12]3[C:13]([C:18]4[CH:23]=[CH:22][C:21]([F:24])=[C:20]([Cl:25])[CH:19]=4)=[N:14][CH:15]=[CH:16][CH:17]=3)[CH:10]=2)[N:5]=[CH:4][N:3]=1.[CH3:26][NH2:27]>C1COCC1.CC(O)C>[Cl:25][C:20]1[CH:19]=[C:18]([C:13]2[C:12]([C:9]3[CH:10]=[C:11]4[C:6](=[CH:7][CH:8]=3)[N:5]=[CH:4][N:3]=[C:2]4[NH:27][CH3:26])=[CH:17][CH:16]=[CH:15][N:14]=2)[CH:23]=[CH:22][C:21]=1[F:24]. Procedure: 4-Chloro-6-(2-(3-chloro-4-fluorophenyl)pyridin-3-yl)quinazoline (75 mg), 2M MeNH2 in THF (2 mL) and i-PrOH (3 mL) were heated and stirred in a screw capped vial for 12 h at 65° C. The heterogeneous reaction mixture was cooled and filtered. The solid on the funnel was washed with water and dried to obtain 6-(2-(3-chloro-4-fluorophenyl)pyridin-3-yl)-N-methylquinazolin-4-amine (53 mg) as a white solid. 1H NMR (300 MHz, DMSO-d6): δ 8.72 (dd, J=4.7, 1.7 Hz, 1H), 8.47 (s, 1H), 8.31 (q, J=4.7 Hz, 1H), ... Reported procedure: This compound was prepared following the procedure described in example 24, part C, starting with 1.05 g (3.84 mmol) of 4-(1H-pyrrolo[2,3-c]pyridin-3-yl)-piperidine-1-carboxylic acid ethyl ester and 0.52 ml (4.61 mmol) of 2-bromoethylethyl ether. After standard work-up and purification, 0.83 g (63% yield) 4-[1-(2-ethoxyethyl)-1H-pyrrolo[2,3-c]pyridin-3-yl]-piperidine-1-carboxylic acid ethyl ester were obtained. The reactants are C(C)OC(=O)N1CCC(CC1)C1=CNC2=CN=CC=C21 (4-(1H-pyrrolo[2,3-c]pyridin-3-yl)-piperidine-1-carboxylic acid ethyl ester), BrCCOCC (2-bromoethylethyl ether). Reaction SMILES: [CH2:1]([O:3][C:4]([N:6]1[CH2:11][CH2:10][CH:9]([C:12]2[C:20]3[C:15](=[CH:16][N:17]=[CH:18][CH:19]=3)[NH:14][CH:13]=2)[CH2:8][CH2:7]1)=[O:5])[CH3:2].Br[CH2:22][CH2:23][O:24][CH2:25][CH3:26]>>[CH2:1]([O:3][C:4]([N:6]1[CH2:7][CH2:8][CH:9]([C:12]2[C:20]3[C:15](=[CH:16][N:17]=[CH:18][CH:19]=3)[N:14]([CH2:22][CH2:23][O:24][CH2:25][CH3:26])[CH:13]=2)[CH2:10][CH2:11]1)=[O:5])[CH3:2]. Product: C(C)OC(=O)N1CCC(CC1)C1=CN(C2=CN=CC=C21)CCOCC (4-[1-(2-ethoxyethyl)-1H-pyrrolo[2,3-c]pyridin-3-yl]-piperidine-1-carboxylic acid ethyl ester). Isolated yield 62.6%.